Dataset: the Open Reaction Database (ORD), a public repository of structured organic reaction records. Task: describe an organic reaction: reactants, conditions, products, and yield Reactants: N (ammonia), [Na] (sodium), C(#N)C1=CC2=CC=CC=C2C=C1C#N (2,3-dicyanonaphthalene), C[O-].[Na+] (sodium methoxide). The solvent is CO (methanol). Product: N=C1NC(C=2C=C3C(=CC12)C=CC=C3)=N (1,3-diiminobenzo(f)isoindoline). Isolated yield 86.0%. Reaction SMILES: [Na].C[O-].[Na+].[C:5]([C:7]1[C:16]([C:17]#[N:18])=[CH:15][C:14]2[C:9](=[CH:10][CH:11]=[CH:12][CH:13]=2)[CH:8]=1)#[N:6].[NH3:19]>CO>[NH:18]=[C:17]1[C:16]2[CH:15]=[C:14]3[CH:13]=[CH:12][CH:11]=[CH:10][C:9]3=[CH:8][C:7]=2[C:5](=[NH:19])[NH:6]1 |f:1.2,^1:0|. Reported procedure: Next, in an atmosphere of nitrogen, 0.64 g (28 mmoles) of metallic sodium was added in five portions to 90 ml of anhydrous methanol to prepare a methanolic solution of sodium methoxide. To the methanolic solution was added 10.2 g (57.3 mmoles) of 2,3-dicyanonaphthalene. While thoroughly stirring the mixture, anhydrous ammonia gas was bubbled into the mixture slowly over a period of about one hour at room temperature. Then, the mixture was heated under reflux for about 3 hours while bubbling anhy... Starting materials: Cl, N#Cc1csc([N+](=O)[O-])c1-c1cnccn1, [Na+], [OH-], Cl[Sn]Cl. Yields the product N#Cc1csc(N)c1-c1cnccn1. As a reaction SMILES: [ClH:22].[N+:1]([O-:2])(=[O:3])[c:4]1[c:5](-[c:11]2[n:12][cH:13][cH:14][n:15][cH:16]2)[c:6]([C:9]#[N:10])[cH:7][s:8]1.[Na+:21].[OH-:20].[Sn:17]([Cl:18])[Cl:19]>>[NH2:1][c:4]1[c:5](-[c:11]2[n:12][cH:13][cH:14][n:15][cH:16]2)[c:6]([C:9]#[N:10])[cH:7][s:8]1.